From a dataset of the Open Reaction Database (ORD), a public repository of structured organic reaction records. describe an organic reaction: reactants, conditions, products, and yield Reactants: solution, C[Li] (methyl lithium), CI (methyl iodide), COC1=C(C=CC=C1)C(=C)C1=C(C=CC=C1)OC (1,1-Bis(2-methoxyphenyl)ethene), O1CCCC1 (tetrahydrofuran), CI (methyl iodide). The solvent is CCOCC (ether). Run at time 2 hour. Product: COC1=C(C=CC=C1)C(C)(CC)C1=C(C=CC=C1)OC (2,2-Bis(2-methoxyphenyl)butane). Reaction SMILES: [CH3:1][O:2][C:3]1[CH:8]=[CH:7][CH:6]=[CH:5][C:4]=1[C:9]([C:11]1[CH:16]=[CH:15][CH:14]=[CH:13][C:12]=1[O:17][CH3:18])=[CH2:10].C[Li].CI.O1CC[CH2:25][CH2:24]1>CCOCC>[CH3:18][O:17][C:12]1[CH:13]=[CH:14][CH:15]=[CH:16][C:11]=1[C:9]([C:4]1[CH:5]=[CH:6][CH:7]=[CH:8][C:3]=1[O:2][CH3:1])([CH2:24][CH3:25])[CH3:10]. Procedure: 1,1-Bis(2-methoxyphenyl)ethene (5.6 g) was dissolved in 25 ml of tetrahydrofuran and 25 ml of a 1.3 M solution of methyl lithium in ether was added dropwise with stirring. The solution became dark red and exothermed After 2 hours, 5.0 ml of methyl iodide was added slowly with stirring. The solution again exothermed. When all of the methyl iodide had been added the starting material was found to be completely consumed and replaced by a single product by gas-liquid chromatography. About 300 ml of ...